Dataset: the Open Reaction Database (ORD), a public repository of structured organic reaction records. Task: describe an organic reaction: reactants, conditions, products, and yield The reactants are C(C)(C)OB(OC(C)C)OC(C)C (tri-isopropylborate), BrC1=CC=C(C=C1)C1=C2C(=NN1)C1=CC=CC=C1C2 (3-(4-bromophenyl)-4H-indeno[1,2-c]pyrazole), [H-].[K+] (potassium hydride), Cl (Hydrochloric acid), C(C)(C)(C)[Li] (tert-butyl lithium). The solvent is C1CCOC1 (THF), C1CCOC1 (THF), C1CCOC1 (THF). Reaction conditions: temperature -78 celsius, time 15 minute. Product: OB(C1=CC=C(C=C1)C1=C2C(=NN1)C1=CC=CC=C1C2)O (dihydroxy 4-(4H-indeno-[1,2-c]pyrazol-3-yl)phenylborane). The yield is 34.0%. Reaction SMILES: Br[C:2]1[CH:7]=[CH:6][C:5]([C:8]2[NH:12][N:11]=[C:10]3[C:13]4[C:18]([CH2:19][C:9]=23)=[CH:17][CH:16]=[CH:15][CH:14]=4)=[CH:4][CH:3]=1.[H-].[K+].C([Li])(C)(C)C.C([O:30][B:31](OC(C)C)[O:32]C(C)C)(C)C.Cl>C1COCC1>[OH:30][B:31]([OH:32])[C:2]1[CH:7]=[CH:6][C:5]([C:8]2[NH:12][N:11]=[C:10]3[C:13]4[C:18]([CH2:19][C:9]=23)=[CH:17][CH:16]=[CH:15][CH:14]=4)=[CH:4][CH:3]=1 |f:1.2|. Procedure details: A solution of 3-(4-bromophenyl)-4H-indeno[1,2-c]pyrazole (2.0 g, 6.43 mmol) in dry THF (50 ml) was added to a stirred suspension of potassium hydride (35% wt dispersion in mineral oil, 0.365 g, 6.75 mmol) in dry THF (50 ml) in an atmosphere of nitrogen. After 10 mins the mixture was cooled to about −78° C. and tert-butyl lithium (1.5M solution in pentane, 8.78 ml, 13.18 mmol) was added and the mixture stirred for about 15 mins. A solution of tri-isopropylborate in THF (1.56 ml, 6.75 mmol) was ad...